Dataset: the Open Reaction Database (ORD), a public repository of structured organic reaction records. Task: describe an organic reaction: reactants, conditions, products, and yield The reactants are OCC1(CC2N(CCN(C2)CC2=CC=CC=C2)C1)C ((7RS,8aSR)-7-hydroxymethyl-7-methyl-2-phenylmethyl-1,2,3,4,6,7,8,8a-octahydro-pyrrolo[1,2-a]pyrazine), C(=O)[O-].[NH4+] (ammonium formate). The reagents and catalysts are [Pd] (palladium on carbon). Run in CO (methanol). Run at time 8 hour. Yields the product OCC1(CC2N(CCNC2)C1)C ((7RS,8aSR)-7-hydroxymethyl-7-methyl-1,2,3,4,6,7,8,8a-octahydro-pyrrolo[1,2-a]pyrazine). Reaction SMILES: [OH:1][CH2:2][C:3]1([CH3:19])[CH2:18][N:6]2[CH2:7][CH2:8][N:9](CC3C=CC=CC=3)[CH2:10][CH:5]2[CH2:4]1.C([O-])=O.[NH4+]>CO.[Pd]>[OH:1][CH2:2][C:3]1([CH3:19])[CH2:18][N:6]2[CH2:7][CH2:8][NH:9][CH2:10][CH:5]2[CH2:4]1 |f:1.2|. Procedure details: A solution of 1.65 g (6.35 mmol) of (7RS,8aSR)-7-hydroxymethyl-7-methyl-2-phenylmethyl-1,2,3,4,6,7,8,8a-octahydro-pyrrolo[1,2-a]pyrazine (Preparation 4) in 20 mL of methanol was mixed with 4.44 mL (22.2 mmol) of 5M aqueous ammonium formate, an aqueous slurry of 0.825 g of 10% palladium on carbon was added and the mixture was stirred at ambient temperature overnight. The solution was filtered through Celite and evaporated to give (7RS,8aSR)-7-hydroxymethyl-7-methyl-1,2,3,4,6,7,8,8a-octahydro-pyrr... The reactants are C1COCCO1, ClCCl, C[Si](C)(C)N=C=O, O=C1c2ccc(OCCNO)cc2CCN1Cc1ccc(-c2ccc(F)cc2)cc1, O. The product is NC(=O)N(O)CCOc1ccc2c(c1)CCN(Cc1ccc(-c3ccc(F)cc3)cc1)C2=O. Reaction SMILES: [CH2:38]1[O:39][CH2:40][CH2:41][O:42][CH2:43]1.[CH2:44]([Cl:45])[Cl:46].[CH3:31][Si:32]([CH3:33])([CH3:34])[N:35]=[C:36]=[O:37].[F:1][c:2]1[cH:3][cH:4][c:5](-[c:8]2[cH:9][cH:10][c:11]([CH2:14][N:15]3[C:16](=[O:30])[c:17]4[cH:18][cH:19][c:20]([O:25][CH2:26][CH2:27][NH:28][OH:29])[cH:21][c:22]4[CH2:23][CH2:24]3)[cH:12][cH:13]2)[cH:6][cH:7]1.[OH2:47]>>[F:1][c:2]1[cH:3][cH:4][c:5](-[c:8]2[cH:9][cH:10][c:11]([CH2:14][N:15]3[C:16](=[O:30])[c:17]4[cH:18][cH:19][c:20]([O:25][CH2:26][CH2:27][N:28]([OH:29])[C:36]([NH2:35])=[O:37])[cH:21][c:22]4[CH2:23][CH2:24]3)[cH:12][cH:13]2)[cH:6][cH:7]1.